This data is from the Open Reaction Database (ORD), a public repository of structured organic reaction records. The task is: describe an organic reaction: reactants, conditions, products, and yield The reactants are FC(C(=O)N([C@H]1[C@@H](C1)C1=CC=CC=C1)CC1CN(CCO1)C(=O)OC(C)(C)C)(F)F (tert-butyl 2-((2,2,2-trifluoro-N-((1R,2S)-2-phenylcyclopropyl)acetamido) methyl)morpholine-4-carboxylate), C(=O)(C(F)(F)F)O (TFA). Run in ClCCl (dichloromethane). Conditions: time 3 hour. The product is FC(C(=O)N([C@H]1[C@@H](C1)C1=CC=CC=C1)CC1CNCCO1)(F)F (2,2,2-Trifluoro-N-(morpholin-2-ylmethyl)-N-((1R,2S)-2-phenylcyclopropyl)acetamide). Yield: 84.8%. Reaction SMILES: [F:1][C:2]([F:30])([F:29])[C:3]([N:5]([CH2:15][CH:16]1[O:21][CH2:20][CH2:19][N:18](C(OC(C)(C)C)=O)[CH2:17]1)[C@@H:6]1[CH2:8][C@H:7]1[C:9]1[CH:14]=[CH:13][CH:12]=[CH:11][CH:10]=1)=[O:4].C(O)(C(F)(F)F)=O>ClCCl>[F:29][C:2]([F:1])([F:30])[C:3]([N:5]([CH2:15][CH:16]1[O:21][CH2:20][CH2:19][NH:18][CH2:17]1)[C@@H:6]1[CH2:8][C@H:7]1[C:9]1[CH:10]=[CH:11][CH:12]=[CH:13][CH:14]=1)=[O:4]. Procedure details: To a solution of tert-butyl 2-((2,2,2-trifluoro-N-((1R,2S)-2-phenylcyclopropyl)acetamido) methyl)morpholine-4-carboxylate (820 mg, 1.914 mmol) in dichloromethane (DCM) (8 mL) was added TFA (2 mL, 26.0 mmol), and the mixture was stirred at room temperature for 3 h. The mixture was concentrated and the residue was treated with saturated NaHCO3 solution and extracted with DCM (3×). The extract was dried (Na2SO4) and concentrated. The residue was dried under vacuum to give 533 mg of product as color... The reactants are O (Water), COC(=O)C1=CC2=C(NC(C(O2)C)=O)C=C1 (7-methoxycarbonyl-2-methyl-3-oxo-3,4-dihydro-2H-1,4-benzoxazine), [H-].[Na+] (sodium hydride), C1(CCCC1)Br (cyclopentyl bromide). The solvent is C(C)(=O)OCC (ethyl acetate), CN(C=O)C (dimethylformamide). Run at temperature 70 celsius. Product: C1(CCCC1)N1C(C(OC2=C1C=CC(=C2)C(=O)OC)C)=O (4-cyclopentyl-7-methoxycarbonyl-2-methyl-3-oxo-3,4-dihydro-2H-1,4-benzoxazine). Yield: 51.5%. RXN SMILES: [CH3:1][O:2][C:3]([C:5]1[CH:16]=[CH:15][C:8]2[NH:9][C:10](=[O:14])[CH:11]([CH3:13])[O:12][C:7]=2[CH:6]=1)=[O:4].[H-].[Na+].[CH:19]1(Br)[CH2:23][CH2:22][CH2:21][CH2:20]1.O>CN(C)C=O.C(OCC)(=O)C>[CH:19]1([N:9]2[C:8]3[CH:15]=[CH:16][C:5]([C:3]([O:2][CH3:1])=[O:4])=[CH:6][C:7]=3[O:12][CH:11]([CH3:13])[C:10]2=[O:14])[CH2:23][CH2:22][CH2:21][CH2:20]1 |f:1.2|. Procedure: To a solution of 7-methoxycarbonyl-2-methyl-3-oxo-3,4-dihydro-2H-1,4-benzoxazine (prepared in Preparation 1) (4.0 g) in dimethylformamide (80 ml) were added 60% sodium hydride (in oil) (0.73 g) and cyclopentyl bromide (2.5 g) and the mixture was stirred at 70° C. for a day. Water was added to the reaction solution and extraction with ethyl acetate was conducted. The solvent was distilled off under reduced pressure and the resulting residue was subjected to purification by column chromatography u...